Dataset: the Open Reaction Database (ORD), a public repository of structured organic reaction records. Task: describe an organic reaction: reactants, conditions, products, and yield The product is C(C)OC=1C=C(C=C2C=C(NC12)C=1SC(CN1)CC(=O)OCC)OC=1C=NC(=CC1)S(=O)(=O)C (Ethyl [2-(7-ethoxy-5-{[6-(methylsulfonyl)pyridin-3-yl]oxy}-1H-indol-2-yl)-4,5-dihydro-1,3-thiazol-5-yl]acetate). Reported procedure: To a stirred solution of 7-ethoxy-5-{[6-(methylsulfonyl)pyridin-3-yl]oxy}-1H-indole-2-carbothioamide (0.41 g), ethyl 2-butynoate (0.25 mL), tetrahydrofuran (10 mL) and toluene (15 mL) was added tributylphosphine (0.31 mL) at room temperature under argon atmosphere. After stirring at 40° C. for 3 h, the reaction mixture was concentrated to give a light brown oil, which was purified by silica gel chromatography (ethyl acetate:hexane=30:70 to 50:50, volume ratio) to give the title compound (350 mg,... Reaction SMILES: [CH2:1]([O:3][C:4]1[CH:5]=[C:6]([O:16][C:17]2[CH:18]=[N:19][C:20]([S:23]([CH3:26])(=[O:25])=[O:24])=[CH:21][CH:22]=2)[CH:7]=[C:8]2[C:12]=1[NH:11][C:10]([C:13](=[S:15])[NH2:14])=[CH:9]2)[CH3:2].[C:27]([O:32][CH2:33][CH3:34])(=[O:31])[C:28]#[C:29][CH3:30].O1CCCC1.C(P(CCCC)CCCC)CCC>C1(C)C=CC=CC=1>[CH2:1]([O:3][C:4]1[CH:5]=[C:6]([O:16][C:17]2[CH:18]=[N:19][C:20]([S:23]([CH3:26])(=[O:25])=[O:24])=[CH:21][CH:22]=2)[CH:7]=[C:8]2[C:12]=1[NH:11][C:10]([C:13]1[S:15][CH:29]([CH2:28][C:27]([O:32][CH2:33][CH3:34])=[O:31])[CH2:30][N:14]=1)=[CH:9]2)[CH3:2]. Reactants: C(C)OC=1C=C(C=C2C=C(NC12)C(N)=S)OC=1C=NC(=CC1)S(=O)(=O)C (7-ethoxy-5-{[6-(methylsulfonyl)pyridin-3-yl]oxy}-1H-indole-2-carbothioamide), C(C#CC)(=O)OCC (ethyl 2-butynoate), O1CCCC1 (tetrahydrofuran), C(CCC)P(CCCC)CCCC (tributylphosphine). The solvent is C1(=CC=CC=C1)C (toluene). Isolated yield 66.0%. Run at temperature 40 celsius, time 3 hour. The reactants are CCOC(C)=O, CC(=N)NS(=O)(=O)c1cccc(C(=O)C(C(=O)c2cc(F)cc(F)c2)=C2Nc3ccc([N+](=O)[O-])cc3N2)c1. Product: CC(=N)NS(=O)(=O)c1cccc(C(=O)C(C(=O)c2cc(F)cc(F)c2)=C2Nc3ccc(N)cc3N2)c1. RXN SMILES: [CH3:39][CH2:40][O:41][C:42](=[O:43])[CH3:44].[F:1][c:2]1[cH:3][c:4]([C:9]([C:10]([C:11](=[O:12])[c:13]2[cH:14][c:15]([S:19](=[O:20])(=[O:21])[NH:22][C:23]([CH3:24])=[NH:25])[cH:16][cH:17][cH:18]2)=[C:26]2[NH:27][c:28]3[c:29]([cH:31][cH:32][c:33]([N+:35]([O-:36])=[O:37])[cH:34]3)[NH:30]2)=[O:38])[cH:5][c:6]([F:8])[cH:7]1>>[F:1][c:2]1[cH:3][c:4]([C:9]([C:10]([C:11](=[O:12])[c:13]2[cH:14][c:15]([S:19](=[O:20])(=[O:21])[NH:22][C:23]([CH3:24])=[NH:25])[cH:16][cH:17][cH:18]2)=[C:26]2[NH:27][c:28]3[c:29]([cH:31][cH:32][c:33]([NH2:35])[cH:34]3)[NH:30]2)=[O:38])[cH:5][c:6]([F:8])[cH:7]1. Starting materials: O=C([O-])O, CCOCC, O=C(Cl)Oc1ccccc1, CC1COCCN1c1cc(C(C)(C)S(=O)(=O)c2ccc(F)cc2)nc(-c2ccc(N)cc2)n1, [Na+], C1COCCO1. Product: CC1COCCN1c1cc(C(C)(C)S(=O)(=O)c2ccc(F)cc2)nc(-c2ccc(NC(=O)Oc3ccccc3)cc2)n1. RXN SMILES: [C:44](=[O:45])([OH:46])[O-:47].[CH3:49][CH2:50][O:51][CH2:52][CH3:53].[Cl:1][C:2](=[O:3])[O:4][c:5]1[cH:6][cH:7][cH:8][cH:9][cH:10]1.[F:11][c:12]1[cH:13][cH:14][c:15]([S:18](=[O:19])(=[O:20])[C:21]([CH3:22])([CH3:23])[c:24]2[n:25][c:26](-[c:37]3[cH:38][cH:39][c:40]([NH2:41])[cH:42][cH:43]3)[n:27][c:28]([N:30]3[CH:31]([CH3:36])[CH2:32][O:33][CH2:34][CH2:35]3)[cH:29]2)[cH:16][cH:17]1.[Na+:48].[O:54]1[CH2:55][CH2:56][O:57][CH2:58][CH2:59]1>>[C:2](=[O:3])([O:4][c:5]1[cH:6][cH:7][cH:8][cH:9][cH:10]1)[NH:41][c:40]1[cH:39][cH:38][c:37](-[c:26]2[n:25][c:24]([C:21]([S:18]([c:15]3[cH:14][cH:13][c:12]([F:11])[cH:17][cH:16]3)(=[O:19])=[O:20])([CH3:22])[CH3:23])[cH:29][c:28]([N:30]3[CH:31]([CH3:36])[CH2:32][O:33][CH2:34][CH2:35]3)[n:27]2)[cH:43][cH:42]1. Reactants: C(C)N1CCNCC1 (N-ethylpiperazine), C([O-])([O-])=O.[K+].[K+] (potassium carbonate), C(C1=CC=CC=C1)OCCOC1=CC(=C(C=C1)C=1NC(C2=CC=CC=C2C1)=O)OC (3-[4-(2-benzyloxyethoxy)-2-methoxyphenyl]isoquinolin-1-one), P(=O)(Cl)(Cl)Cl (phosphorus oxychloride). Yields the product Cl.C(C)N1CCN(CC1)C1=NC(=CC2=CC=CC=C12)C1=C(C=C(C=C1)OCCOCC1=CC=CC=C1)OC (1-(4-ethylpiperazin-1-yl)-3-[4-(2-benzyloxyethoxy)-2-methoxyphenyl]isoquinolinehydrochloride). As a reaction SMILES: [CH2:1]([O:8][CH2:9][CH2:10][O:11][C:12]1[CH:17]=[CH:16][C:15]([C:18]2[NH:19][C:20](=O)[C:21]3[C:26]([CH:27]=2)=[CH:25][CH:24]=[CH:23][CH:22]=3)=[C:14]([O:29][CH3:30])[CH:13]=1)[C:2]1[CH:7]=[CH:6][CH:5]=[CH:4][CH:3]=1.[CH2:31]([N:33]1[CH2:38][CH2:37][NH:36][CH2:35][CH2:34]1)[CH3:32].C(=O)([O-])[O-].[K+].[K+].P(Cl)(Cl)([Cl:47])=O>>[ClH:47].[CH2:31]([N:33]1[CH2:38][CH2:37][N:36]([C:20]2[C:21]3[C:26](=[CH:25][CH:24]=[CH:23][CH:22]=3)[CH:27]=[C:18]([C:15]3[CH:16]=[CH:17][C:12]([O:11][CH2:10][CH2:9][O:8][CH2:1][C:2]4[CH:3]=[CH:4][CH:5]=[CH:6][CH:7]=4)=[CH:13][C:14]=3[O:29][CH3:30])[N:19]=2)[CH2:35][CH2:34]1)[CH3:32] |f:2.3.4,6.7|. Procedure: The resulting 3-[4-(2-benzyloxyethoxy)-2-methoxyphenyl]isoquinolin-1-one (0.47 g) was added to phosphorus oxychloride (10 ml), and the mixture was reacted at room temperature overnight. The reaction solution was evaporated, and to the resulting residue were added ethyl acetate and purified water. The ethyl acetate layer was washed with water, an aqueous solution of sodium bicarbonate and brine, and dried over magnesium sulfate. The solvent was evaporated, and the resulting 1-chloro-3-[4-(2-benzy... Yields the product C(C)C=1C=C(C=CC1OCC1=NC2=CC=CC=C2C=C1)CC(=O)OC (Methyl 2-[3-ethyl-4-(quinolin-2-yl-methoxy)phenyl]acetate). The reagents and catalysts are [Pd] (Pd-C). Reaction SMILES: [CH:1]([C:3]1[CH:4]=[C:5]([CH2:21][C:22]([O:24][CH3:25])=[O:23])[CH:6]=[CH:7][C:8]=1[O:9][CH2:10][C:11]1[CH:20]=[CH:19][C:18]2[C:13](=[CH:14][CH:15]=[CH:16][CH:17]=2)[N:12]=1)=[CH2:2]>CO.C(O)(=O)C.[Pd]>[CH2:1]([C:3]1[CH:4]=[C:5]([CH2:21][C:22]([O:24][CH3:25])=[O:23])[CH:6]=[CH:7][C:8]=1[O:9][CH2:10][C:11]1[CH:20]=[CH:19][C:18]2[C:13](=[CH:14][CH:15]=[CH:16][CH:17]=2)[N:12]=1)[CH3:2]. Reactants: C(=C)C=1C=C(C=CC1OCC1=NC2=CC=CC=C2C=C1)CC(=O)OC (Methyl 2-[3-vinyl-4-(quinolin-2-yl-methoxy)phenyl]acetate). Procedure: 14.3 g (0.0429 mol) of the compound from Example XXXII are dissolved in 150 ml of methanol and 15 ml of glacial acetic acid, 1.5 g of 5% strength Pd-C are added, and the reaction mixture is heated to 30°-35° C. and hydrogenated. It is filtered through silica gel, the filtrate is concentrated in vacuo and the residue is recrystallised from isopropanol. The solvent is CO (methanol), C(C)(=O)O (acetic acid). Reactants: C(C1=CC=CC=C1)OC=1C=C2CC(CC2=CC1)CNC(=O)OC(C)(C)C (5-benzyloxy-2-(t-butoxycarbonylaminomethyl)indan), [H][H] (hydrogen). Reagents/catalysts: [Pd] (palladium on carbon). Solvent: CO (methanol). The product is C(C)(C)(C)OC(=O)NCC1CC2=CC=C(C=C2C1)O (2-(t-butoxycarbonylaminomethyl)-5-hydroxyindan). Isolated yield 105.9%. RXN SMILES: C([O:8][C:9]1[CH:10]=[C:11]2[C:15](=[CH:16][CH:17]=1)[CH2:14][CH:13]([CH2:18][NH:19][C:20]([O:22][C:23]([CH3:26])([CH3:25])[CH3:24])=[O:21])[CH2:12]2)C1C=CC=CC=1.[H][H]>CO.[Pd]>[C:23]([O:22][C:20]([NH:19][CH2:18][CH:13]1[CH2:12][C:11]2[C:15](=[CH:16][CH:17]=[C:9]([OH:8])[CH:10]=2)[CH2:14]1)=[O:21])([CH3:26])([CH3:24])[CH3:25]. Procedure: 3.53 g (10.0 mmol) of 5-benzyloxy-2-(t-butoxycarbonylaminomethyl)indan was dissolved in 100 ml of methanol and added with 0.3 g of 10% palladium on carbon, followed by stirring for 4 hours in the stream of hydrogen gas. The catalyst was removed by filtration, and the filtrate was condensed under reduced pressure. The residue was purified by silica gel column chromatography (ethyl acetate: hexane=1:2) to obtain 2.79 g of a colorless oil. Yield: 94%